This data is from the Open Reaction Database (ORD), a public repository of structured organic reaction records. The task is: describe an organic reaction: reactants, conditions, products, and yield Starting materials: C(C)(=O)OCC(CO)OCN1C(=NC=C1)[N+](=O)[O-] (1-[1-acetoxymethyl-2-(hydroxy)ethoxy]methyl-2-nitroimidazole), C=1(C(=CC=CC1)S(=O)(=O)Cl)C (toluenesulfonyl chloride). Run in N1=CC=CC=C1 (pyridine). Run at time 5 hour. The product is C(C)(=O)OCC(CS(=O)(=O)C)OCN1C(=NC=C1)[N+](=O)[O-] (1-[1-acetoxymethyl-2-mesylethoxy]methyl-2-nitroimidazole). As a reaction SMILES: [C:1]([O:4][CH2:5][CH:6]([O:9][CH2:10][N:11]1[CH:15]=[CH:14][N:13]=[C:12]1[N+:16]([O-:18])=[O:17])[CH2:7]O)(=[O:3])[CH3:2].C1(C)[C:20]([S:25](Cl)(=[O:27])=[O:26])=CC=CC=1>N1C=CC=CC=1>[C:1]([O:4][CH2:5][CH:6]([O:9][CH2:10][N:11]1[CH:15]=[CH:14][N:13]=[C:12]1[N+:16]([O-:18])=[O:17])[CH2:7][S:25]([CH3:20])(=[O:27])=[O:26])(=[O:3])[CH3:2]. Procedure details: 117 mg of the thus-obtained 1-[1-acetoxymethyl-2-(hydroxy)ethoxy]methyl-2-nitroimidazole was placed in a flask together with dry pyridine, and 252 mg of toluenesulfonyl chloride was added. The mixture was stirred for 5 hours at room temperature. The reaction mixture was extracted with 30 ml of added ethyl acetate, and the obtained extract was subjected to partition and water washing, two times with 30 ml of water. The organic phase was dried over sodium sulfate, subsequently concentrated under r... Starting materials: CC(=O)[O-], Cc1ccccc1, [NH4+], CC(C)(C)OC(=O)N1CCC(=O)CC1, N#CCc1ccno1. Yields the product CC(C)(C)OC(=O)N1CCC(=C(C#N)c2ccno2)CC1. Reaction SMILES: [CH3:24][C:25](=[O:26])[O-:27].[CH3:28][c:29]1[cH:30][cH:31][cH:32][cH:33][cH:34]1.[NH4+:23].[O:9]=[C:10]1[CH2:11][CH2:12][N:13]([C:16](=[O:17])[O:18][C:19]([CH3:20])([CH3:21])[CH3:22])[CH2:14][CH2:15]1.[o:1]1[n:2][cH:3][cH:4][c:5]1[CH2:6][C:7]#[N:8]>>[o:1]1[n:2][cH:3][cH:4][c:5]1[C:6]([C:7]#[N:8])=[C:10]1[CH2:11][CH2:12][N:13]([C:16](=[O:17])[O:18][C:19]([CH3:20])([CH3:21])[CH3:22])[CH2:14][CH2:15]1. The reactants are ClC1=C(C=C(C=C1)S(=O)(=O)N)[N+](=O)[O-] (4-chloro-3-nitrobenzenesulfonamide), O(C1=CC=CC=C1)C1=C(N)C=CC=C1 (2-phenoxyaniline), C[Si]([N-][Si](C)(C)C)(C)C.[Li+] (lithium hexamethyldisilazide). The solvent is C1CCOC1 (THF), C1CCOC1 (THF), C(C)(=O)OCC (ethyl acetate). The product is [N+](=O)([O-])C=1C=C(C=CC1NC1=C(C=CC=C1)OC1=CC=CC=C1)S(=O)(=O)N (3-nitro-4-(2-phenoxyanilino)benzenesulfonamide). RXN SMILES: Cl[C:2]1[CH:7]=[CH:6][C:5]([S:8]([NH2:11])(=[O:10])=[O:9])=[CH:4][C:3]=1[N+:12]([O-:14])=[O:13].[O:15]([C:22]1[CH:28]=[CH:27][CH:26]=[CH:25][C:23]=1[NH2:24])[C:16]1[CH:21]=[CH:20][CH:19]=[CH:18][CH:17]=1.C[Si](C)(C)[N-][Si](C)(C)C.[Li+]>C1COCC1.C(OCC)(=O)C>[N+:12]([C:3]1[CH:4]=[C:5]([S:8]([NH2:11])(=[O:10])=[O:9])[CH:6]=[CH:7][C:2]=1[NH:24][C:23]1[CH:25]=[CH:26][CH:27]=[CH:28][C:22]=1[O:15][C:16]1[CH:17]=[CH:18][CH:19]=[CH:20][CH:21]=1)([O-:14])=[O:13] |f:2.3|. Reported procedure: A −78° C. solution of Example 1C (236 mg, 1.0 mmol) and 2-phenoxyaniline (370 mg, 2.0 mmol) in THF (10 mL) was treated with 1M lithium hexamethyldisilazide in THF (4 mL, 4.0 mmol), warmed to room temperature over 4 hours, diluted with ethyl acetate (50 mL), washed sequentially with 1M HCl (5 mL), water (5 mL), and brine (5 mL), dried (MgSO4), filtered, and concentrated. The concentrate was purified by flash column chromatography on silica gel with 10-30% ethyl acetate/hexanes to provide the desi... Starting materials: ClCCl, O=C(Cl)c1ccc([N+](=O)[O-])cc1, O=c1[nH]c(-c2ccccc2)cn1S(=O)(=O)c1ccc2c(c1)CCN2, c1ccncc1. The product is O=C(c1ccc([N+](=O)[O-])cc1)N1CCc2cc(S(=O)(=O)n3cc(-c4ccccc4)[nH]c3=O)ccc21. As a reaction SMILES: [Cl:43][CH2:44][Cl:45].[N+:31](=[O:32])([O-:33])[c:34]1[cH:35][cH:36][c:37]([C:38](=[O:39])[Cl:40])[cH:41][cH:42]1.[c:1]1(-[c:7]2[nH:8][c:9](=[O:24])[n:10]([S:12](=[O:13])(=[O:14])[c:15]3[cH:16][c:17]4[c:21]([cH:22][cH:23]3)[NH:20][CH2:19][CH2:18]4)[cH:11]2)[cH:2][cH:3][cH:4][cH:5][cH:6]1.[cH:25]1[cH:26][cH:27][n:28][cH:29][cH:30]1>>[c:1]1(-[c:7]2[nH:8][c:9](=[O:24])[n:10]([S:12](=[O:13])(=[O:14])[c:15]3[cH:16][c:17]4[c:21]([cH:22][cH:23]3)[N:20]([C:38]([c:37]3[cH:36][cH:35][c:34]([N+:31](=[O:32])[O-:33])[cH:42][cH:41]3)=[O:39])[CH2:19][CH2:18]4)[cH:11]2)[cH:2][cH:3][cH:4][cH:5][cH:6]1. Reactants: [Br-], Cn1nc(Br)cc1OS(=O)(=O)C(F)(F)C(F)(F)C(F)(F)C(F)(F)F, Cc1ccc([Zn+])nc1, CN(C)C=O, C1CCOC1, O, [Pd], c1ccc(P(c2ccccc2)c2ccccc2)cc1, c1ccc(P(c2ccccc2)c2ccccc2)cc1, c1ccc(P(c2ccccc2)c2ccccc2)cc1, c1ccc(P(c2ccccc2)c2ccccc2)cc1. Product: Cc1ccc(-c2cc(Br)nn2C)nc1. As a reaction SMILES: [Br-:25].[CH3:1][n:2]1[n:3][c:4]([Br:24])[cH:5][c:6]1[O:7][S:8]([C:9]([F:10])([F:11])[C:12]([F:13])([F:14])[C:15]([F:16])([F:17])[C:18]([F:19])([F:20])[F:21])(=[O:22])=[O:23].[CH3:26][c:27]1[cH:28][cH:29][c:30]([Zn+:33])[n:31][cH:32]1.[CH3:39][N:40]([CH3:41])[CH:42]=[O:43].[O:34]1[CH2:35][CH2:36][CH2:37][CH2:38]1.[OH2:44].[Pd:45].[c:103]1([P:104]([c:105]2[cH:106][cH:107][cH:108][cH:109][cH:110]2)[c:111]2[cH:112][cH:113][cH:114][cH:115][cH:116]2)[cH:117][cH:118][cH:119][cH:120][cH:121]1.[c:46]1([P:47]([c:48]2[cH:49][cH:50][cH:51][cH:52][cH:53]2)[c:54]2[cH:55][cH:56][cH:57][cH:58][cH:59]2)[cH:60][cH:61][cH:62][cH:63][cH:64]1.[c:65]1([P:66]([c:67]2[cH:68][cH:69][cH:70][cH:71][cH:72]2)[c:73]2[cH:74][cH:75][cH:76][cH:77][cH:78]2)[cH:79][cH:80][cH:81][cH:82][cH:83]1.[c:84]1([P:85]([c:86]2[cH:87][cH:88][cH:89][cH:90][cH:91]2)[c:92]2[cH:93][cH:94][cH:95][cH:96][cH:97]2)[cH:98][cH:99][cH:100][cH:101][cH:102]1>>[CH3:1][n:2]1[n:3][c:4]([Br:24])[cH:5][c:6]1-[c:30]1[cH:29][cH:28][c:27]([CH3:26])[cH:32][n:31]1. The reactants are C(C1=CC=CC=C1)Br (benzyl bromide), ICC (iodoethane), CC=1N=C(SC1C(=O)OCC)N1C(NCC1)=O (ethyl 4-methyl-2-(2-oxoimidazolidin-1-yl)thiazole-5-carboxylate). Product: C(C)N1C(N(CC1)C=1SC(=C(N1)C)C(=O)OCC)=O (ethyl 2-(3-ethyl-2-oxoimidazolidin-1-yl)-4-methylthiazole-5-carboxylate). Yield: 58.0%. RXN SMILES: [CH2:1](Br)[C:2]1C=CC=CC=1.ICC.[CH3:12][C:13]1[N:14]=[C:15]([N:23]2[CH2:27][CH2:26][NH:25][C:24]2=[O:28])[S:16][C:17]=1[C:18]([O:20][CH2:21][CH3:22])=[O:19]>>[CH2:1]([N:25]1[CH2:26][CH2:27][N:23]([C:15]2[S:16][C:17]([C:18]([O:20][CH2:21][CH3:22])=[O:19])=[C:13]([CH3:12])[N:14]=2)[C:24]1=[O:28])[CH3:2]. Procedure: Following the procedure as described in Example 5, making variations to replace benzyl bromide with iodoethane to react with ethyl 4-methyl-2-(2-oxoimidazolidin-1-yl)thiazole-5-carboxylate, the title compound was obtained in 58% yield: 1H NMR (300 MHZ, CDCl3) δ 4.29-4.04 (m, 4H), 3.64-3.33 (m, 4H), 2.63 (s, 3H), 1.38-1.05 (m, 6H); MS (ES+) m/z 284.3 (M+1). Reactants: ClC=1C=C(CN2C(=C(C=3C2=C(N=C(C3)C(=O)O)N3CC2=CC=CC=C2CC3)C)C)C=CC1 (1-(3-chlorobenzyl)-7-(3,4-dihydro-1H-isoquinolin-2-yl)-2,3-dimethyl-1H-pyrrolo[2,3-c]pyridin-5-carboxylic acid), N1CCSCC1 (thiomorpholine). The product is Cl.ClC=1C=C(CN2C(=C(C=3C2=C(N=C(C3)C(=O)S3CCNCC3)N3CC2=CC=CC=C2CC3)C)C)C=CC1 ([1-(3-chlorobenzyl)-7-(3,4-dihydro-1H-isoquinolin-2-yl)-2,3-dimethyl-1H-pyrrolo[2,3-c]pyridin-5-yl]-(thiomorpholin-1-yl)-methanone hydrochloride). Yield: 69.0%. RXN SMILES: [Cl:1][C:2]1[CH:3]=[C:4]([CH:30]=[CH:31][CH:32]=1)[CH2:5][N:6]1[C:10]2=[C:11]([N:18]3[CH2:27][CH2:26][C:25]4[C:20](=[CH:21][CH:22]=[CH:23][CH:24]=4)[CH2:19]3)[N:12]=[C:13]([C:15](O)=[O:16])[CH:14]=[C:9]2[C:8]([CH3:28])=[C:7]1[CH3:29].[NH:33]1[CH2:38][CH2:37][S:36][CH2:35][CH2:34]1>>[ClH:1].[Cl:1][C:2]1[CH:3]=[C:4]([CH:30]=[CH:31][CH:32]=1)[CH2:5][N:6]1[C:10]2=[C:11]([N:18]3[CH2:27][CH2:26][C:25]4[C:20](=[CH:21][CH:22]=[CH:23][CH:24]=4)[CH2:19]3)[N:12]=[C:13]([C:15]([SH:36]3[CH2:37][CH2:38][NH:33][CH2:34][CH2:35]3)=[O:16])[CH:14]=[C:9]2[C:8]([CH3:28])=[C:7]1[CH3:29] |f:2.3|. Procedure details: In accordance with the same procedures as in Example 756, except for using 1-(3-chlorobenzyl)-7-(3,4-dihydro-1H-isoquinolin-2-yl)-2,3-dimethyl-1H-pyrrolo[2,3-c]pyridin-5-carboxylic acid prepared in Example 737 and thiomorpholine, the titled compound was obtained as a white solid. (Yield: 69%)